This data is from the Open Reaction Database (ORD), a public repository of structured organic reaction records. The task is: describe an organic reaction: reactants, conditions, products, and yield The reactants are CCN=C=NCCCN(C)C (EDCI), C=1C=CC2=C(C1)N=NN2O (HOBt), CCN(C(C)C)C(C)C (DIPEA), Cl.Cl.CNCC1=CC=C(CN2CCC(CC2)O)C=C1 (1-{4-[(methylamino)methyl]benzyl}piperidin-4-ol dihydrochloride), COC1=CC(=C(C(=C1)C)S(=O)(=O)N(C)CC1=CC(=CO1)C(=O)O)C (5-({[(4-methoxy-2,6-dimethylphenyl)sulfonyl](methyl)amino}methyl)furan-3-carboxylic acid). Solvent: C(Cl)Cl (DCM), O (water). Reaction conditions: time 5 minute. Yields the product OC1CCN(CC1)CC1=CC=C(CN(C(=O)C2=COC(=C2)CN(C)S(=O)(=O)C2=C(C=C(C=C2C)OC)C)C)C=C1 (N-{4-[(4-Hydroxypiperidin-1-yl)methyl]benzyl}-5-({[(4-methoxy-2,6-dimethylphenyl)sulfonyl](methyl)amino}methyl)-N-methylfuran-3-carboxamide). As a reaction SMILES: [CH3:1][O:2][C:3]1[CH:8]=[C:7]([CH3:9])[C:6]([S:10]([N:13]([CH2:15][C:16]2[O:20][CH:19]=[C:18]([C:21](O)=[O:22])[CH:17]=2)[CH3:14])(=[O:12])=[O:11])=[C:5]([CH3:24])[CH:4]=1.CCN=C=NCCCN(C)C.C1C=CC2N(O)N=NC=2C=1.CCN(C(C)C)C(C)C.Cl.Cl.[CH3:57][NH:58][CH2:59][C:60]1[CH:73]=[CH:72][C:63]([CH2:64][N:65]2[CH2:70][CH2:69][CH:68]([OH:71])[CH2:67][CH2:66]2)=[CH:62][CH:61]=1>C(Cl)Cl.O>[OH:71][CH:68]1[CH2:69][CH2:70][N:65]([CH2:64][C:63]2[CH:72]=[CH:73][C:60]([CH2:59][N:58]([CH3:57])[C:21]([C:18]3[CH:17]=[C:16]([CH2:15][N:13]([S:10]([C:6]4[C:7]([CH3:9])=[CH:8][C:3]([O:2][CH3:1])=[CH:4][C:5]=4[CH3:24])(=[O:11])=[O:12])[CH3:14])[O:20][CH:19]=3)=[O:22])=[CH:61][CH:62]=2)[CH2:66][CH2:67]1 |f:4.5.6|. Procedure: 5-({[(4-methoxy-2,6-dimethylphenyl)sulfonyl](methyl)amino}methyl)furan-3-carboxylic acid (30 mg, 0.085 mmol) was dissolved in DCM (10 mL) and EDCI (27 mg, 0.11 mmol), HOBt (17 mg, 0.127 mmol) and DIPEA (0.03 mL, 0.17 mmol) were added. The resulting solution was stirred for 5 min prior to the addition of 1-{4-[(methylamino)methyl]benzyl}piperidin-4-ol dihydrochloride (28 mg, 0.102 mmol) and stirred at ambient temperature for 16 h. The reaction was diluted with water (5 mL) and extracted with EtOA... The reactants are COCCOC, CCOC(C)=O, OB(O)c1cccnc1F, O=S(=O)(OC1=CCCOC1)C(F)(F)F, [Na+], [Na+], O=C([O-])[O-], O, c1ccc(P(c2ccccc2)(c2ccccc2)[Pd](P(c2ccccc2)(c2ccccc2)c2ccccc2)(P(c2ccccc2)(c2ccccc2)c2ccccc2)P(c2ccccc2)(c2ccccc2)c2ccccc2)cc1. Product: Fc1ncccc1C1=CCCOC1. RXN SMILES: [CH3:31][O:32][CH2:33][CH2:34][O:35][CH3:36].[CH3:37][CH2:38][O:39][C:40]([CH3:41])=[O:42].[F:21][c:22]1[n:23][cH:24][cH:25][cH:26][c:27]1[B:28]([OH:29])[OH:30].[F:7][C:8]([F:9])([F:10])[S:11]([O:12][C:13]1=[CH:18][CH2:17][CH2:16][O:15][CH2:14]1)(=[O:19])=[O:20].[Na+:1].[Na+:2].[O-:3][C:4](=[O:5])[O-:6].[OH2:43].[cH:44]1[cH:45][cH:46][c:47]([P:48]([Pd:49]([P:50]([c:51]2[cH:52][cH:53][cH:54][cH:55][cH:56]2)([c:57]2[cH:58][cH:59][cH:60][cH:61][cH:62]2)[c:63]2[cH:64][cH:65][cH:66][cH:67][cH:68]2)([P:69]([c:70]2[cH:71][cH:72][cH:73][cH:74][cH:75]2)([c:76]2[cH:77][cH:78][cH:79][cH:80][cH:81]2)[c:82]2[cH:83][cH:84][cH:85][cH:86][cH:87]2)[P:88]([c:89]2[cH:90][cH:91][cH:92][cH:93][cH:94]2)([c:95]2[cH:96][cH:97][cH:98][cH:99][cH:100]2)[c:101]2[cH:102][cH:103][cH:104][cH:105][cH:106]2)([c:107]2[cH:108][cH:109][cH:110][cH:111][cH:112]2)[c:113]2[cH:114][cH:115][cH:116][cH:117][cH:118]2)[cH:119][cH:120]1>>[C:13]1([c:27]2[c:22]([F:21])[n:23][cH:24][cH:25][cH:26]2)=[CH:18][CH2:17][CH2:16][O:15][CH2:14]1. Starting materials: CC#N (MeCN), FC=1C=C(C=CC1)C1=NC=CC(=C1)OC (2-(3-fluorophenyl)-4-methoxypyridine), BrN1C(CCC1=O)=O (N-bromosuccinimide), CCOC(=O)C (EtOAc). Run in [Al] (aluminum). Run at temperature 55 celsius, time 8 hour. The product is BrC=1C(=CC(=NC1)C1=CC(=CC=C1)F)OC (5-bromo-2-(3-fluorophenyl)-4-methoxypyridine). Yield: 13.7%. As a reaction SMILES: CC#N.[F:4][C:5]1[CH:6]=[C:7]([C:11]2[CH:16]=[C:15]([O:17][CH3:18])[CH:14]=[CH:13][N:12]=2)[CH:8]=[CH:9][CH:10]=1.[Br:19]N1C(=O)CCC1=O.CCOC(C)=O>[Al]>[Br:19][C:14]1[C:15]([O:17][CH3:18])=[CH:16][C:11]([C:7]2[CH:8]=[CH:9][CH:10]=[C:5]([F:4])[CH:6]=2)=[N:12][CH:13]=1. Procedure: A MeCN (22 mL) solution of 2-(3-fluorophenyl)-4-methoxypyridine (2.21 g, 10.88 mmol) and N-bromosuccinimide (2.129 g, 11.96 mmol) in a 40-mL vial was wrapped in aluminum foil and stirred at 55° C. overnight. 22 h later, the reaction was cooled to rt, quenched with 1:1 sat. aq. NaHCO3:sat. aq. Na2S2O3 and extracted thrice with EtOAc. The organic extracts were combined, washed with brine, dried over Na2SO4, filtered, and concentrated in vacuo to a brown oil. Column chromatography (50 g Snap Ultra ... Starting materials: C(C)C=1C(=C(C(C(=O)O)=CC1)C(=O)O)N (ethyl 3-aminophthalic acid), Cl.C(=N)N (formamidine hydrochloride). Run in C(C)O (ethanol). Yields the product OC1=NC=NC=2C=CC=C(C12)C(=O)O (4-hydroxyquinazoline-5-carboxylic acid). The yield is 55.4%. Reaction SMILES: C([C:3]1[C:4]([NH2:15])=[C:5]([C:12](O)=[O:13])[C:6](=[CH:10][CH:11]=1)[C:7]([OH:9])=[O:8])C.Cl.[CH:17](N)=[NH:18]>C(O)C>[OH:13][C:12]1[C:5]2[C:6]([C:7]([OH:9])=[O:8])=[CH:10][CH:11]=[CH:3][C:4]=2[N:15]=[CH:17][N:18]=1 |f:1.2|. Procedure details: To a solution of ethyl 3-aminophthalic acid (1.00 g) in ethanol (10 ml) was added formamidine hydrochloride (444 mg) and refluxed for 12 hours. After cooling, the formed precipitate was collected by vacuum filtration and the precipitate was washed with ethanol to give 4-hydroxyquinazoline-5-carboxylic acid (504 mg). Starting materials: C1COCCO1, CC(=O)Cc1ccc(Cl)c(S(=O)(=O)Cl)c1, Cl, Nc1ccccc1, O. Yields the product CC(=O)Cc1ccc(Cl)c(S(=O)(=O)Nc2ccccc2)c1. As a reaction SMILES: [CH2:24]1[O:25][CH2:26][CH2:27][O:28][CH2:29]1.[Cl:9][c:10]1[c:11]([S:20](=[O:21])(=[O:22])[Cl:23])[cH:12][c:13]([CH2:16][C:17]([CH3:18])=[O:19])[cH:14][cH:15]1.[ClH:1].[NH2:2][c:3]1[cH:4][cH:5][cH:6][cH:7][cH:8]1.[OH2:30]>>[NH:2]([c:3]1[cH:4][cH:5][cH:6][cH:7][cH:8]1)[S:20]([c:11]1[c:10]([Cl:9])[cH:15][cH:14][c:13]([CH2:16][C:17]([CH3:18])=[O:19])[cH:12]1)(=[O:21])=[O:22]. Reaction SMILES: [C:56](=[O:57])([OH:58])[O-:59].[CH2:35]([N:36]=[C:37]=[N:38][CH2:39][CH2:40][CH2:41][N:42]([CH3:43])[CH3:44])[CH3:45].[Cl:1][c:2]1[cH:3][c:4]([C:17](=[O:18])[O:19][CH3:20])[c:5]([NH:8][C:9]([CH2:10][O:11][CH2:12][C:13](=[O:14])[OH:15])=[O:16])[cH:6][cH:7]1.[ClH:34].[Na+:60].[OH:46][n:47]1[c:48]2[cH:49][cH:50][cH:51][cH:52][c:53]2[n:54][n:55]1.[n:21]1[cH:22][cH:23][c:24](-[c:27]2[cH:28][cH:29][c:30]([NH2:31])[cH:32][cH:33]2)[cH:25][cH:26]1>>[Cl:1][c:2]1[cH:3][c:4]([C:17](=[O:18])[O:19][CH3:20])[c:5]([NH:8][C:9]([CH2:10][O:11][CH2:12][C:13](=[O:15])[NH:31][c:30]2[cH:29][cH:28][c:27](-[c:24]3[cH:23][cH:22][n:21][cH:26][cH:25]3)[cH:33][cH:32]2)=[O:16])[cH:6][cH:7]1. Yields the product COC(=O)c1cc(Cl)ccc1NC(=O)COCC(=O)Nc1ccc(-c2ccncc2)cc1. Starting materials: O=C([O-])O, CCN=C=NCCCN(C)C, COC(=O)c1cc(Cl)ccc1NC(=O)COCC(=O)O, Cl, [Na+], On1nnc2ccccc21, Nc1ccc(-c2ccncc2)cc1. The reactants are CC=1C=[N+](C=C(C1[N+](=O)[O-])C)[O-] (3,5-dimethyl-4-nitropyridine-1-oxide), CC(C)([O-])C.[K+] (potassium t-butoxide), FC(CO)(C(F)(F)F)F (2,2,3,3,3-pentafluoropropanol), C(Cl)(Cl)Cl (chloroform). Run at temperature 60 celsius, time 18 hour. The product is CC=1C=[N+](C=C(C1OCC(C(F)(F)F)(F)F)C)[O-] (3.5-dimethyl-4-(2,2,3,3,3-pentafluoropropoxy)pyridine-1-oxide). Isolated yield 80.6%. As a reaction SMILES: [CH3:1][C:2]1[CH:3]=[N+:4]([O-:12])[CH:5]=[C:6]([CH3:11])[C:7]=1[N+]([O-])=O.CC(C)([O-])C.[K+].C(Cl)(Cl)Cl.[F:23][C:24]([F:31])([C:27]([F:30])([F:29])[F:28])[CH2:25][OH:26]>>[CH3:1][C:2]1[CH:3]=[N+:4]([O-:12])[CH:5]=[C:6]([CH3:11])[C:7]=1[O:26][CH2:25][C:24]([F:31])([F:23])[C:27]([F:30])([F:29])[F:28] |f:1.2|. Procedure: To a solution of 3,5-dimethyl-4-nitropyridine-1-oxide (2.0 g) in 2,2,3,3,3-pentafluoropropanol (10 g), potassium t-butoxide (2 g) was added gradually at 0° C. over a period of 15 minutes, after which the solution was stirred at 60° C. for 18 hours. The resulting reaction product, after adding chloroform, was subjected to Celite filtration, after which the filtrate was applied on a silica gel (80 g) column, was eluted with ethyl acetate-hexane (1:1) and then with 20% methanol-ethyl acetate and th... Reactants: C(C)(=O)O (acetic acid), CN(C)C=C1CN(C2=CC=CC=C2C1=O)C(CC)=O (3-dimethylaminomethylene-4-oxo-1-propionyl-1,2,3,4-tetrahydroquinoline), O.NN (hydrazine hydrate), C(C)(=O)O (acetic acid). The solvent is CO (methanol). Reaction conditions: time 3 hour. The product is C(CC)(=O)N1CC2=C(C=3C=CC=CC13)NN=C2 (4,5-dihydro-5-propionyl-1H-pyrazolo[4,3-c]quinoline). The yield is 70.9%. Reaction SMILES: C[N:2]([CH:4]=[C:5]1[C:14](=O)[C:13]2[C:8](=[CH:9][CH:10]=[CH:11][CH:12]=2)[N:7]([C:16](=[O:19])[CH2:17][CH3:18])[CH2:6]1)C.O.[NH2:21]N.C(O)(=O)C>CO>[C:16]([N:7]1[C:8]2[CH:9]=[CH:10][CH:11]=[CH:12][C:13]=2[C:14]2[NH:21][N:2]=[CH:4][C:5]=2[CH2:6]1)(=[O:19])[CH2:17][CH3:18] |f:1.2|. Procedure details: A mixture of 3-dimethylaminomethylene-4-oxo-1-propionyl-1,2,3,4-tetrahydroquinoline (2.838 g), hydrazine hydrate (0.66 g), and acetic acid (0.792 g) in methanol (30 ml) was stirred at room temperature for 3 hours. To the mixture was added acetic acid (1 ml) and evaporated in vacuo. The residue was dissolved in ethyl acetate, washed successively with aqueous sodium bicarbonate, water, and brine, dried over magnesium sulfate, and evaporated in vacuo. The residue was recrystallized from ethyl aceta...